describe an organic reaction: reactants, conditions, products, and yield From a dataset of the Open Reaction Database (ORD), a public repository of structured organic reaction records. The reactants are COC(CNC1=NC(=CC=C1[N+](=O)[O-])OC)OC (N-[2,2-bis(methyloxy)ethyl]-6-(methyloxy)-3-nitro-2-pyridinamine). The reagents and catalysts are [Pd] (palladium on charcoal). Solvent: CO (methanol). The product is COC(CNC1=NC(=CC=C1N)OC)OC (N2-[2,2-Bis(methyloxy)ethyl]-6-(methyloxy)-2,3-pyridinediamine). As a reaction SMILES: [CH3:1][O:2][CH:3]([O:17][CH3:18])[CH2:4][NH:5][C:6]1[C:11]([N+:12]([O-])=O)=[CH:10][CH:9]=[C:8]([O:15][CH3:16])[N:7]=1>CO.[Pd]>[CH3:18][O:17][CH:3]([O:2][CH3:1])[CH2:4][NH:5][C:6]1[C:11]([NH2:12])=[CH:10][CH:9]=[C:8]([O:15][CH3:16])[N:7]=1. Procedure details: A solution of N-[2,2-bis(methyloxy)ethyl]-6-(methyloxy)-3-nitro-2-pyridinamine (2.5 g, 10 mmol) in methanol was hydrogenated at 50 psi for 0.5 h over 10% palladium on charcoal (0.9 g). The mixture was filtered, evaporated, and azeotroped with chloroform affording a dark oil (2.2 g). Starting materials: CC1=CC=C(C=C1)S(=O)(=O)OCC1OC2=C(C1)C(=CC=C2)C2=CC=CC=C2 ((±)-(4-phenyl-2,3-dihydro-1-benzofuran-2-yl)methyl 4-methylbenzenesulfonate), C1(=CC=CC=C1)C1=CC=CC2=C1CC(O2)CN=[N+]=[N-] ((±)-(4-phenyl-2,3-dihydro-1-benzofuran-2-yl)methyl azide), [N-]=[N+]=[N-] (azide), [N-]=[N+]=[N-].[Na+] (sodium azide), intermediate 98, Cl (hydrogen chloride). Conditions: time 6 hour. Reagents/catalysts: [Pd] (palladium on carbon). As a reaction SMILES: CC1C=CC(S(OCC2CC3C(C4C=CC=CC=4)=CC=CC=3O2)(=O)=O)=CC=1.[N-]=[N+]=[N-].[Na+].[C:32]1([C:38]2[C:43]3[CH2:44][CH:45]([CH2:47][N:48]=[N+]=[N-])[O:46][C:42]=3[CH:41]=[CH:40][CH:39]=2)[CH:37]=[CH:36][CH:35]=[CH:34][CH:33]=1.[N-]=[N+]=[N-].Cl>C(O)C.[Pd].C(O)(C)C>[C:32]1([C:38]2[C:43]3[CH2:44][CH:45]([CH2:47][NH2:48])[O:46][C:42]=3[CH:41]=[CH:40][CH:39]=2)[CH:33]=[CH:34][CH:35]=[CH:36][CH:37]=1 |f:1.2|. The product is C1(=CC=CC=C1)C1=CC=CC2=C1CC(O2)CN ((±)-1-(4-phenyl-2,3-dihydro-1-benzofuran-2-yl)methanamine). Procedure details: Treatment of (±)-(4-phenyl-2,3-dihydro-1-benzofuran-2-yl)methyl 4-methylbenzenesulfonate (1.36 g, 3.57 mmol) with sodium azide (0.929 g, 14.29 mmol) generally according to the procedure described for intermediate 98 afforded (±)-(4-phenyl-2,3-dihydro-1-benzofuran-2-yl)methyl azide. The azide was dissolved in ethanol (50 mL) and palladium on carbon (0.083 g, 10 wt. %) was added and the reaction mixture was shaken under an H2 atmosphere (50 psi) for 6 h. The reaction mixture was filtered (celite) ... Yield: 94.0%. Run in C(C)O (ethanol), C(C)(C)O (isopropanol). Starting materials: COC(C1=CC(=C(C=C1)NC(C)=O)C=O)=O (Methyl-4-acetylamino-3-formylbenzoate), [BH4-].[Na+] (Sodium borohydride). Run in CO (methanol). Reaction conditions: temperature 0 celsius, time 0.25 hour. Yields the product COC(C1=CC(=C(C=C1)NC(C)=O)CO)=O (methyl-4-acetylamino-3-hydroxymethylbenzoate). Yield: 98.6%. Reaction SMILES: [CH3:1][O:2][C:3](=[O:16])[C:4]1[CH:9]=[CH:8][C:7]([NH:10][C:11](=[O:13])[CH3:12])=[C:6]([CH:14]=[O:15])[CH:5]=1.[BH4-].[Na+]>CO>[CH3:1][O:2][C:3](=[O:16])[C:4]1[CH:9]=[CH:8][C:7]([NH:10][C:11](=[O:13])[CH3:12])=[C:6]([CH2:14][OH:15])[CH:5]=1 |f:1.2|. Procedure: Methyl-4-acetylamino-3-formylbenzoate (Gassman, P. G.; Drews, H. R. J. Am. Chem. Soc. 1978, 100, 7600-7610) (0.331 g, 0.0015 mol) was dissolved in methanol (5 mL) and cooled to 0° C. Sodium borohydride (0.057 g, 0.0015 mol) was added to the above solution at 0° C. and stirred for 0.25 h. The reaction was complete by TLC during this time. It was neutralized with H+ resin, filtered, and the filtrate concentrated. The residue was dried under vacuum over phosphorus pentoxide at 56° C. to give 0.33 g... Reactants: CC(=O)O, CN1CCN(c2ncc([N+](=O)[O-])cn2)CC1, CO, [Fe]. The product is CN1CCN(c2ncc(N)cn2)CC1. As a reaction SMILES: [CH3:17][C:18](=[O:19])[OH:20].[CH3:1][N:2]1[CH2:3][CH2:4][N:5]([c:8]2[n:9][cH:10][c:11]([N+:14]([O-:15])=[O:16])[cH:12][n:13]2)[CH2:6][CH2:7]1.[CH3:21][OH:22].[Fe:23]>>[CH3:1][N:2]1[CH2:3][CH2:4][N:5]([c:8]2[n:9][cH:10][c:11]([NH2:14])[cH:12][n:13]2)[CH2:6][CH2:7]1. The reactants are CC(C)(C)c1ccc(CNC(=O)C(O)c2cccc3cnccc23)cc1, CS(=O)(=O)Cl, c1ccncc1. Yields the product CC(C)(C)c1ccc(CNC(=O)C(OS(C)(=O)=O)c2cccc3cnccc23)cc1. RXN SMILES: [C:1]([CH3:2])([CH3:3])([CH3:4])[c:5]1[cH:6][cH:7][c:8]([CH2:9][NH:10][C:11]([CH:12]([c:13]2[c:14]3[cH:15][cH:16][n:17][cH:18][c:19]3[cH:20][cH:21][cH:22]2)[OH:23])=[O:24])[cH:25][cH:26]1.[CH3:27][S:28]([Cl:29])(=[O:30])=[O:31].[cH:32]1[cH:33][cH:34][n:35][cH:36][cH:37]1>>[C:1]([CH3:2])([CH3:3])([CH3:4])[c:5]1[cH:6][cH:7][c:8]([CH2:9][NH:10][C:11]([CH:12]([c:13]2[c:14]3[cH:15][cH:16][n:17][cH:18][c:19]3[cH:20][cH:21][cH:22]2)[O:23][S:28]([CH3:27])(=[O:30])=[O:31])=[O:24])[cH:25][cH:26]1. The reactants are CS(=O)(=O)C1=CC=C(C=C1)C=1C=2N(C=C(C1)C(F)(F)F)N=C(N2)N (8-(4-methanesulfonyl-phenyl)-6-trifluoromethyl-[1,2,4]triazolo[1,5-a]pyridin-2-ylamine), BrC=1C=CC(=NC1)N1CCN(CC1)C (1-(5-bromo-pyridin-2-yl)-4-methyl-piperazine). Yields the product CS(=O)(=O)C1=CC=C(C=C1)C=1C=2N(C=C(C1)C(F)(F)F)N=C(N2)NC=2C=NC(=CC2)N2CCN(CC2)C ([8-(4-Methanesulfonyl-phenyl)-6-trifluoromethyl-[1,2,4]triazolo[1,5-a]pyridin-2-yl]-[6-(4-methyl-piperazin-1-yl)-pyridin-3-yl]-amine), solid. The yield is 16.0%. Reaction SMILES: [CH3:1][S:2]([C:5]1[CH:10]=[CH:9][C:8]([C:11]2[C:12]3[N:13]([N:21]=[C:22]([NH2:24])[N:23]=3)[CH:14]=[C:15]([C:17]([F:20])([F:19])[F:18])[CH:16]=2)=[CH:7][CH:6]=1)(=[O:4])=[O:3].Br[C:26]1[CH:27]=[CH:28][C:29]([N:32]2[CH2:37][CH2:36][N:35]([CH3:38])[CH2:34][CH2:33]2)=[N:30][CH:31]=1>>[CH3:1][S:2]([C:5]1[CH:10]=[CH:9][C:8]([C:11]2[C:12]3[N:13]([N:21]=[C:22]([NH:24][C:26]4[CH:31]=[N:30][C:29]([N:32]5[CH2:33][CH2:34][N:35]([CH3:38])[CH2:36][CH2:37]5)=[CH:28][CH:27]=4)[N:23]=3)[CH:14]=[C:15]([C:17]([F:19])([F:20])[F:18])[CH:16]=2)=[CH:7][CH:6]=1)(=[O:3])=[O:4]. Procedure: [8-(4-Methanesulfonyl-phenyl)-6-trifluoromethyl-[1,2,4]triazolo[1,5-a]pyridin-2-yl]-[6-(4-methyl-piperazin-1-yl)-pyridin-3-yl]-amine was prepared from 8-(4-methanesulfonyl-phenyl)-6-trifluoromethyl-[1,2,4]triazolo[1,5-a]pyridin-2-ylamine and 1-(5-bromo-pyridin-2-yl)-4-methyl-piperazine in a manner analogous to Step 2d and was isolated as a yellow solid (16% yield). MP 210-215° C. 1H NMR (400 MHz, (CDCl3, δ, ppm): 8.79 (s, 1H), 8.38 (s, 1H), 8.25 (d, J=8.5 Hz, 2H), 8.14 (d, J=7.3 Hz, 2H), 7.90 (d... Reactants: FC1=C(C(=CC=C1F)[N+](=O)[O-])CC(C)=O (1-(2,3-difluoro-6-nitrophenyl)-propan-2-one), C(C1=CC=CC=C1)O (benzyl alcohol), O[Li].O (LiOH.H2O), Cl (HCl). The solvent is ClCCl (dichloromethane). Run at temperature 105 celsius, time 4 hour. Product: C(C1=CC=CC=C1)OC=1C(=C(C(=CC1)[N+](=O)[O-])CC(C)=O)F (1-(3-Benzyloxy-2-fluoro-6-nitro-phenyl)-propan-2-one). RXN SMILES: [F:1][C:2]1[C:7](F)=[CH:6][CH:5]=[C:4]([N+:9]([O-:11])=[O:10])[C:3]=1[CH2:12][C:13](=[O:15])[CH3:14].[CH2:16]([OH:23])[C:17]1[CH:22]=[CH:21][CH:20]=[CH:19][CH:18]=1.O[Li].O.Cl>ClCCl>[CH2:16]([O:23][C:7]1[C:2]([F:1])=[C:3]([CH2:12][C:13](=[O:15])[CH3:14])[C:4]([N+:9]([O-:11])=[O:10])=[CH:5][CH:6]=1)[C:17]1[CH:22]=[CH:21][CH:20]=[CH:19][CH:18]=1 |f:2.3|. Reported procedure: To a solution of 1-(2,3-difluoro-6-nitrophenyl)-propan-2-one (2.5 g, 82% purity by HPLC analysis, 9.54 mmol) were added benzyl alcohol (2.5 mL) and LiOH.H2O (1.07 g, 25.58 mmol). The reaction mixture was then heated to 100-110° C. and stirred for 4 hours until HPLC analysis indicated complete reaction. After cooling to RT, the reaction mixture was diluted with dichloromethane (18 mL) and neutralized to pH 6-7 with 1 N HCl. The layers were separated and the organic phase was washed with brine and... The reactants are BrCC1=CC=CC2=CC=CC=C12 (1-(bromomethyl)naphthalene), ClC=1N=CNC1Cl (4,5-dichloroimidazole), [OH-].[K+] (Potassium hydroxide), BrCC1=CC=C(OCC(=O)O)C=C1 (2-(4-(bromomethyl)phenoxy)acetic acid), Br (HBr). Reaction SMILES: [Cl:1][C:2]1[N:3]=[CH:4][NH:5][C:6]=1[Cl:7].[OH-].[K+].[Br:10][CH2:11][C:12]1[CH:22]=[CH:21][C:15]([O:16][CH2:17][C:18]([OH:20])=[O:19])=[CH:14][CH:13]=1.Br[CH2:24][C:25]1[C:34]2[C:29](=[CH:30][CH:31]=[CH:32][CH:33]=2)[CH:28]=[CH:27][CH:26]=1.Br>C(#N)C>[Br-:10].[C:18]([CH2:17][O:16][C:15]1[CH:21]=[CH:22][C:12]([CH2:11][N:3]2[C:2]([Cl:1])=[C:6]([Cl:7])[N+:5]([CH2:24][C:25]3[C:34]4[C:29](=[CH:30][CH:31]=[CH:32][CH:33]=4)[CH:28]=[CH:27][CH:26]=3)=[CH:4]2)=[CH:13][CH:14]=1)([OH:20])=[O:19] |f:1.2,7.8|. Reported procedure: 4,5-dichloroimidazole (1.00 g, 7.36 mmol) was dissolved in acetonitrile. Potassium hydroxide (0.828 g, 14.72 mmol) was added to the solution and allowed to reflux for 30 min. 1 equivalent of 2-(4-(bromomethyl)phenoxy)acetic acid (1.80 g, 7.36 mmol) was added to the solution and refluxed for 5 h. Solution was filtered to remove the KBr precipitate and placed back onto reflux. An equivalent of 1-(bromomethyl)naphthalene (1.63 g, 7.36 mmol) was added to solution and refluxed for 2.5 h. The solution... The solvent is C(C)#N (acetonitrile). Product: [Br-].C(=O)(O)COC1=CC=C(CN2C=[N+](C(=C2Cl)Cl)CC2=CC=CC3=CC=CC=C23)C=C1 (1-(4-(carboxymethoxy)benzyl)-4,5-dichloro-3-(naphthalen-1-ylmethyl)-1H-imidazol-3-ium bromide).